Dataset: the Open Reaction Database (ORD), a public repository of structured organic reaction records. Task: describe an organic reaction: reactants, conditions, products, and yield Starting materials: C([O-])([O-])=O.[K+].[K+] (potassium carbonate), [I-].[K+] (potassium iodide), ClCC1CC1 ((chloromethyl)cyclopropane), OC=1C=C(C=O)C=CC1 (3-Hydroxybenzaldehyde), CN(C)C=O (DMF). The solvent is O (water). Reaction conditions: temperature 90 celsius, time 4 hour. Product: C1(CC1)COC=1C=C(C=CC1)C(N)C1=CC=CC=C1 ((3-(cyclopropylmethoxy)phenyl)(phenyl)methanamine). RXN SMILES: O[C:2]1[CH:3]=[C:4]([CH:7]=[CH:8][CH:9]=1)C=O.[C:10](=[O:13])([O-])[O-].[K+].[K+].[I-].[K+].Cl[CH2:19][CH:20]1[CH2:22][CH2:21]1.C[N:24]([CH:26]=O)C>O>[CH:22]1([CH2:21][O:13][C:10]2[CH:8]=[C:9]([CH:26]([C:9]3[CH:2]=[CH:3][CH:4]=[CH:7][CH:8]=3)[NH2:24])[CH:2]=[CH:3][CH:4]=2)[CH2:20][CH2:19]1 |f:1.2.3,4.5|. Procedure details: 3-Hydroxybenzaldehyde (2.5 g) was dissolved in DMF (25 mL). To the solution, potassium carbonate (6.2 g), potassium iodide (350 mg), and (chloromethyl)cyclopropane (2.1 mL) were added, and the mixture was stirred at 90° C. for 4 hours. To the reaction mixture, water (30 mL) was added, and the resultant mixture was then extracted with toluene (30 mL). The organic layer was washed with brine (20 mL), dried over anhydrous sodium sulfate, and then concentrated under reduced pressure. The residue was... Reactants: O=C([O-])[O-], CN(C)C=O, Cl, [Cs+], [Cs+], COc1cc(N=C=S)ncn1, NCC1(O)CN2CCC1C2. Yields the product COc1cc(NC(=S)NCC2(O)CN3CCC2C3)ncn1. As a reaction SMILES: [C:23](=[O:24])([O-:25])[O-:26].[CH3:29][N:30]([CH3:31])[CH:32]=[O:33].[ClH:22].[Cs+:27].[Cs+:28].[N:1](=[C:2]=[S:3])[c:4]1[n:5][cH:6][n:7][c:8]([O:10][CH3:11])[cH:9]1.[NH2:12][CH2:13][C:14]1([OH:21])[CH2:15][N:16]2[CH2:17][CH2:18][CH:19]1[CH2:20]2>>[NH:1]([C:2](=[S:3])[NH:12][CH2:13][C:14]1([OH:21])[CH2:15][N:16]2[CH2:17][CH2:18][CH:19]1[CH2:20]2)[c:4]1[n:5][cH:6][n:7][c:8]([O:10][CH3:11])[cH:9]1. Product: NC1=NC(=C(C(=N1)C1=CC2=C(OCO2)C=C1)C#N)OC1=CC=CC=C1 (2-Amino-4-benzo[1,3]dioxol-5-yl-6-phenoxy-pyrimidine-5-carbonitrile). RXN SMILES: [NH2:1][C:2]1[N:7]=[C:6]([C:8]2[CH:16]=[CH:15][C:11]3[O:12][CH2:13][O:14][C:10]=3[CH:9]=2)[C:5]([C:17]#[N:18])=[C:4](S(C)(=O)=O)[N:3]=1.[C:23]1([OH:29])[CH:28]=[CH:27][CH:26]=[CH:25][CH:24]=1.C1CCN2C(=NCCC2)CC1>COCCOC>[NH2:1][C:2]1[N:7]=[C:6]([C:8]2[CH:16]=[CH:15][C:11]3[O:12][CH2:13][O:14][C:10]=3[CH:9]=2)[C:5]([C:17]#[N:18])=[C:4]([O:29][C:23]2[CH:28]=[CH:27][CH:26]=[CH:25][CH:24]=2)[N:3]=1. Run in COCCOC (DME). Procedure details: From 2-amino-4-benzo[1,3]dioxol-5-yl-6-methanesulfonyl-pyrimidine-5-carbonitrile, phenol and DBU in DME. ES-MS m/e (%): 333 (M+H+, 100). Reactants: NC1=NC(=C(C(=N1)C1=CC2=C(OCO2)C=C1)C#N)S(=O)(=O)C (2-amino-4-benzo[1,3]dioxol-5-yl-6-methanesulfonyl-pyrimidine-5-carbonitrile), C1(=CC=CC=C1)O (phenol), C1CCC2=NCCCN2CC1 (DBU). Reactants: Cl.O1CCOCC1 (HCl dioxane), NC(CC(=O)O)CCSC1=CC=C(C=C1)C (3-amino-5-[(4-methylphenyl)thio]pentanoic acid). Solvent: CO (methanol). Conditions: time 8 hour. Yields the product NC(CC(=O)OC)CCSC1=CC=C(C=C1)C (Methyl 3-amino-5-[(4-methylphenyl)thio]pentanoate). Reaction SMILES: [NH2:1][CH:2]([CH2:7][CH2:8][S:9][C:10]1[CH:15]=[CH:14][C:13]([CH3:16])=[CH:12][CH:11]=1)[CH2:3][C:4]([OH:6])=[O:5].Cl.O1CCOC[CH2:19]1>CO>[NH2:1][CH:2]([CH2:7][CH2:8][S:9][C:10]1[CH:15]=[CH:14][C:13]([CH3:16])=[CH:12][CH:11]=1)[CH2:3][C:4]([O:6][CH3:19])=[O:5] |f:1.2|. Procedure: A solution of 3-amino-5-[(4-methylphenyl)thio]pentanoic acid (1.0 g) [prepared according to U.S. Pat. No. 5,409,939] in methanol (50 ml) was treated with 4N HCl/dioxane (10 ml). The reaction was stirred overnight at room temperature. The excess solvent was removed under reduced pressure. Methyl 3-amino-5-[(4-methylphenyl)thio]pentanoate (1.1 g) as a white solid was obtained. MS and 1H-NMR were consistent with the desired product. Starting materials: 11344d, C(C)(=O)C1=C(S(=O)(=O)Cl)C=CC(=C1)N (Acetylsulfanilyl chloride), C(C)(=O)C1=C(S(=O)(=O)Cl)C=CC(=C1)N (acetylsulfanilyl chloride), C([O-])([O-])=O.[Na+].[Na+] (sodium carbonate), N(CCO)CCO (diethanolamine). Solvent: O (water), O (water). Conditions: time 3 hour. Yields the product OCCN(S(=O)(C1=CC=C(C=C1)N)=O)CCO (N1,N1 -bis(2-hydroxyethyl) sulfanilamide). Reaction SMILES: C(=O)([O-])[O-].[Na+].[Na+].[NH:7]([CH2:11][CH2:12][OH:13])[CH2:8][CH2:9][OH:10].C([C:17]1[CH:26]=[C:25]([NH2:27])[CH:24]=[CH:23][C:18]=1[S:19](Cl)(=[O:21])=[O:20])(=O)C>O>[OH:10][CH2:9][CH2:8][N:7]([CH2:11][CH2:12][OH:13])[S:19](=[O:21])([C:18]1[CH:23]=[CH:24][C:25]([NH2:27])=[CH:26][CH:17]=1)=[O:20] |f:0.1.2|. Reported procedure: N1,N1 -bis(2-hydroxyethyl) sulfanilamide was prepared as follows. (This method was taken in part from G. DiModica and E. Angeletti, Gazz. chim. ital., 1960, 90, 434-9 [CA 55:11344d].) A mixture of sodium carbonate (55.6 g), D.I. water (120 mL), and diethanolamine (57.8 g) was stirred and heated to 60°-70° C. Acetylsulfanilyl chloride (116.8 g) was added as a solid over an hour. D.I. water (225 mL) was added in portions during the acetylsulfanilyl chloride addition to keep the mixture stirrable. ... The reactants are Cc1nc(N)ncc1Br, CC1(C)OB(c2ccc(Cl)c(NS(=O)(=O)c3ccccc3)c2)OC1(C)C. Yields the product Cc1nc(N)ncc1-c1ccc(Cl)c(NS(=O)(=O)c2ccccc2)c1. RXN SMILES: [Br:27][c:28]1[c:29]([CH3:35])[n:30][c:31]([NH2:34])[n:32][cH:33]1.[Cl:1][c:2]1[c:3]([NH:17][S:18](=[O:19])(=[O:20])[c:21]2[cH:22][cH:23][cH:24][cH:25][cH:26]2)[cH:4][c:5]([B:8]2[O:9][C:10]([CH3:11])([CH3:12])[C:13]([CH3:14])([CH3:15])[O:16]2)[cH:6][cH:7]1>>[Cl:1][c:2]1[c:3]([NH:17][S:18](=[O:19])(=[O:20])[c:21]2[cH:22][cH:23][cH:24][cH:25][cH:26]2)[cH:4][c:5](-[c:28]2[c:29]([CH3:35])[n:30][c:31]([NH2:34])[n:32][cH:33]2)[cH:6][cH:7]1.